From a dataset of the Open Reaction Database (ORD), a public repository of structured organic reaction records. describe an organic reaction: reactants, conditions, products, and yield Reactants: ClC1=NC=C(C(=N1)Cl)F (2,4-dichloro-5-fluoropyrimidine), COC=1C=C(N)C=CC1OC (3,4-dimethoxyaniline). The product is COC=1C=C(C=CC1OC)NC1=NC=C(C(=N1)NC1=CC(=C(C=C1)OC)OC)F (N2,N4-bis(3,4-dimethoxyphenyl)-5-fluoro-2,4-pyrimidinediamine). Reaction SMILES: Cl[C:2]1[N:7]=[C:6](Cl)[C:5]([F:9])=[CH:4][N:3]=1.[CH3:10][O:11][C:12]1[CH:13]=[C:14]([CH:16]=[CH:17][C:18]=1[O:19][CH3:20])[NH2:15]>>[CH3:10][O:11][C:12]1[CH:13]=[C:14]([NH:15][C:2]2[N:7]=[C:6]([NH:15][C:14]3[CH:16]=[CH:17][C:18]([O:19][CH3:20])=[C:12]([O:11][CH3:10])[CH:13]=3)[C:5]([F:9])=[CH:4][N:3]=2)[CH:16]=[CH:17][C:18]=1[O:19][CH3:20]. Procedure: In like manner to the preparation of N2,N4-bis(3-hydroxyphenyl)-5-fluoro-2,4-pyrimidinediamine, 2,4-dichloro-5-fluoropyrimidine and 3,4-dimethoxyaniline were reacted to yield N2,N4-bis(3,4-dimethoxyphenyl)-5-fluoro-2,4-pyrimidinediamine. 1H NMR (CDCl3): δ 7.90 (d, 1H, J=1.8 Hz), 7.13 (d, 2H, J=4.8 Hz), 7.08 (d, 1H, J=8.7 Hz), 6.94 (d, 2H, J=10.5 Hz), 6.81 (d, 1H, J=8.7 Hz), 6.76 (d, 1H, J=8.7 Hz), 6.70 (s, 1H), 3.87 (s, 3H), 3.84 (s, 3H), 3.74 (s, 3H), 3.71 (s, 3H); 19F NMR (CDCl3): δ −47433; LC...